This data is from the Open Reaction Database (ORD), a public repository of structured organic reaction records. The task is: describe an organic reaction: reactants, conditions, products, and yield Reactants: ClC1=NC=C(C(=N1)C1=CNC2=CC=CC=C12)C (3-(2-chloro-5-methylpyrimidin-4-yl)-1H-indole), NC1=C(C=C(C=C1)N1CCC(CC1)N(C)C)OC (1-(4-amino-3-methoxyphenyl)-N,N-dimethylpiperidin-4-amine), ClC1=NC=C(C(=N1)C1=CNC2=CC=CC=C12)C (3-(2-chloro-5-methylpyrimidin-4-yl)-1H-indole), NC1=C(C=C(C=C1)N1CCC(CC1)N(C)C)OC (1-(4-amino-3-methoxyphenyl)-N,N-dimethylpiperidin-4-amine). Yields the product CN(C1CCN(CC1)C1=CC(=C(C=C1)NC1=NC=C(C(=N1)C1=CNC2=CC=CC=C12)C)OC)C (N-(4-(4-(Dimethylamino)piperidin-1-yl)-2-methoxyphenyl)-4-(1H-indol-3-yl)-5-methylpyrimidin-2-amine). As a reaction SMILES: Cl[C:2]1[N:7]=[C:6]([C:8]2[C:16]3[C:11](=[CH:12][CH:13]=[CH:14][CH:15]=3)[NH:10][CH:9]=2)[C:5]([CH3:17])=[CH:4][N:3]=1.[NH2:18][C:19]1[CH:24]=[CH:23][C:22]([N:25]2[CH2:30][CH2:29][CH:28]([N:31]([CH3:33])[CH3:32])[CH2:27][CH2:26]2)=[CH:21][C:20]=1[O:34][CH3:35]>>[CH3:32][N:31]([CH3:33])[CH:28]1[CH2:27][CH2:26][N:25]([C:22]2[CH:23]=[CH:24][C:19]([NH:18][C:2]3[N:7]=[C:6]([C:8]4[C:16]5[C:11](=[CH:12][CH:13]=[CH:14][CH:15]=5)[NH:10][CH:9]=4)[C:5]([CH3:17])=[CH:4][N:3]=3)=[C:20]([O:34][CH3:35])[CH:21]=2)[CH2:30][CH2:29]1. Procedure details: Starting materials: 3-(2-chloro-5-methylpyrimidin-4-yl)-1H-indole (INTERMEDIATE 1) and 1-(4-amino-3-methoxyphenyl)-N,N-dimethylpiperidin-4-amine (INTERMEDIATE 28). Reactants: CN(C1C2CNCC12)C (N,N-dimethyl-3-azabicyclo[3.1.0]hexan-6-amine), BrCCCCl (1-bromo-3-chloropropane), C([O-])([O-])=O.[Cs+].[Cs+] (cesium carbonate). Solvent: CC(=O)C (acetone). Yields the product ClCCCN1CC2C(C2C1)N(C)C (3-(3-chloropropyl)-N,N-dimethyl-3-azabicyclo[3.1.0]hexan-6-amine). Yield: 40.0%. Reaction SMILES: [CH3:1][N:2]([CH3:9])[CH:3]1[CH:8]2[CH:4]1[CH2:5][NH:6][CH2:7]2.Br[CH2:11][CH2:12][CH2:13][Cl:14].C(=O)([O-])[O-].[Cs+].[Cs+]>CC(C)=O>[Cl:14][CH2:13][CH2:12][CH2:11][N:6]1[CH2:7][CH:8]2[CH:4]([CH:3]2[N:2]([CH3:9])[CH3:1])[CH2:5]1 |f:2.3.4|. Reported procedure: A mixture of N,N-dimethyl-3-azabicyclo[3.1.0]hexan-6-amine (1.45 g), 1-bromo-3-chloropropane (4.05 mL) and cesium carbonate (11.20 g) in acetone was heated to reflux for 7 h, cooled to rt and filtered. The filtrate was concentrated in vacuo and the residue was chromatographed with a silica gel column (eluting agent: 35:1 (v/v) DCM/MeOH) to afford the title compound as yellow oil (0.93 g, 40.00%), HPLC: 80.00%. The compound was characterized by the following spectroscopic data: MS (ESI, pos. ion)... The reactants are OCCCN1C(CNCC1)=O (1-(3-Hydroxypropyl)piperazin-2-one), C=O (formaldehyde). Run in C(=O)O (formic acid). Run at time 4.5 hour. Yields the product OCCCN1C(CN(CC1)C)=O (1-(3-hydroxypropyl)-4-methylpiperazin-2-one). The yield is 93.0%. Reaction SMILES: [OH:1][CH2:2][CH2:3][CH2:4][N:5]1[CH2:10][CH2:9][NH:8][CH2:7][C:6]1=[O:11].[CH2:12]=O>C(O)=O>[OH:1][CH2:2][CH2:3][CH2:4][N:5]1[CH2:10][CH2:9][N:8]([CH3:12])[CH2:7][C:6]1=[O:11]. Reported procedure: 1-(3-Hydroxypropyl)piperazin-2-one (700 mg, 4.43 mmol) in formic acid (10 ml) and 37/40% aqueous formaldehyde solution (5 ml) was stirred and heated at 95° for 2 hr then the resulting solution evaporated in vacuo. The residue was taken up in 5% methanol in dichloromethane (20 ml), basified with a 7N solution of ammonia in methanol and stirred 4.5 hr at room temperature. The mixture was filtered and the filtrate purified by column chromatography on silica using increasing concentrations of methan... The solvent is C(C)O (ethanol). Run at time 4 hour. The reactants are NC1=CC(=NN1C1=CC=CC=C1)C (5-amino-3-methyl-1-phenylpyrazole), Cl (hydrochloric acid), N(=O)OCCC(C)C (isoamyl nitrite). Yields the product NC1=C(C(=NN1C1=CC=CC=C1)C)N=O (5-amino-3-methyl-4-nitroso-1-phenylpyrazole). Reported procedure: To a solution of 17.3 g (0.1 mol) of 5-amino-3-methyl-1-phenylpyrazole in 200 cm3 of absolute ethanol were added dropwise 0.5 cm3 of 12 N hydrochloric acid and then 13.5 cm3 of isoamyl nitrite, at 0° C. The solution was then warmed to and left at room temperature for 4 hours. An orange-coloured solid crystallized out. This solid was filtered off on a sinter funnel and washed with 100 cm3 of isopropyl ether. After drying under vacuum at room temperature, 17 g of 5-amino-3-methyl-4-nitroso-1-pheny... RXN SMILES: [NH2:1][C:2]1[N:6]([C:7]2[CH:12]=[CH:11][CH:10]=[CH:9][CH:8]=2)[N:5]=[C:4]([CH3:13])[CH:3]=1.Cl.[N:15](OCCC(C)C)=[O:16]>C(O)C>[NH2:1][C:2]1[N:6]([C:7]2[CH:12]=[CH:11][CH:10]=[CH:9][CH:8]=2)[N:5]=[C:4]([CH3:13])[C:3]=1[N:15]=[O:16]. The reactants are N1=CC(=CC=C1)C(=O)CCCCO (4-hydroxybutyl 3-pyridyl ketone), CS(=O)(=O)Cl (methanesulphonyl chloride), C(C)(=S)O (thioacetic acid), C(C)(C)N(C(C)C)CC (N,N-diisopropylethylamine). Solvent: O1CCCC1 (tetrahydrofuran), O (water). Run at temperature 0 celsius, time 30 minute. The product is C(C)(=O)SCCCCC(C1=CN=CC=C1)=O (S-(4-nicotinoylbutyl) thioacetate). RXN SMILES: [N:1]1[CH:6]=[CH:5][CH:4]=[C:3]([C:7]([CH2:9][CH2:10][CH2:11][CH2:12]O)=[O:8])[CH:2]=1.CS(Cl)(=O)=O.C(N(CC)C(C)C)(C)C.[C:28]([OH:31])(=[S:30])[CH3:29]>O1CCCC1.O>[C:28]([S:30][CH2:12][CH2:11][CH2:10][CH2:9][C:7](=[O:8])[C:3]1[CH:4]=[CH:5][CH:6]=[N:1][CH:2]=1)(=[O:31])[CH3:29]. Procedure details: A solution of 4-hydroxybutyl 3-pyridyl ketone (66.4 g) in tetrahydrofuran (664 ml) under nitrogen at room temperature is treated with methanesulphonyl chloride (31.6 ml). The mixture is then cooled to 0° C. and treated with N,N-diisopropylethylamine (155 ml), continuously, during 30 minutes, maintaining the temperature below 5° C., and it is stirred for a further period of 10 minutes. The mixture is warmed to 20° C. and is then treated with thioacetic acid during 10 minutes, maintaining the temp... Starting materials: BrC1=C(N=CN(C1=O)C=1C=C(C(=O)N[C@H](CO)C)C=CC1C)OCC1=C(C=C(C=C1)F)F (3-[5-bromo-4-[(2,4-difluorobenzyl)oxy]-6-oxopyrimidin-1(6H)-yl]-N-[(1S)-2-hydroxy-1-methylethyl]-4-methylbenzamide), N[C@H](CO)C ((S)-(+)-2-amino-1-propanol). Yields the product NC(=O)CNC(C1=CC(=C(C=C1)C)N1C=NC(=C(C1=O)Br)OCC1=C(C=C(C=C1)F)F)=O (N-[1-(aminocarbonyl)methyl]-3-[5-bromo-4-[(2,4-difluorobenzyl)oxy]-6-oxopyrimidin-1(6H)-yl]-4-methylbenzamide). Reaction SMILES: [Br:1][C:2]1[C:7](=[O:8])[N:6]([C:9]2[CH:10]=[C:11]([CH:19]=[CH:20][C:21]=2[CH3:22])[C:12]([NH:14][C@@H:15](C)[CH2:16][OH:17])=[O:13])[CH:5]=[N:4][C:3]=1[O:23][CH2:24][C:25]1[CH:30]=[CH:29][C:28]([F:31])=[CH:27][C:26]=1[F:32].[NH2:33][C@@H](C)CO>>[NH2:33][C:16]([CH2:15][NH:14][C:12](=[O:13])[C:11]1[CH:19]=[CH:20][C:21]([CH3:22])=[C:9]([N:6]2[C:7](=[O:8])[C:2]([Br:1])=[C:3]([O:23][CH2:24][C:25]3[CH:30]=[CH:29][C:28]([F:31])=[CH:27][C:26]=3[F:32])[N:4]=[CH:5]2)[CH:10]=1)=[O:17]. Procedure: The title compound was prepared using a procedure similar to that used in Step 2 of the synthesis of 3-[5-bromo-4-[(2,4-difluorobenzyl)oxy]-6-oxopyrimidin-1(6H)-yl]-N-[(1S)-2-hydroxy-1-methylethyl]-4-methylbenzamide by substituting glycineamide HCl for (S)-(+)-2-amino-1-propanol. 1H NMR (CD3OD/400 MHz) δ8.32 (s, 1H), 7.95 (m, 1H), 7.80 (s, 1H), 7.61 (q, 1H, J=8.4 Hz), 7.53 (d, 1H, J=8.0 Hz), 7.01 (m, 2H), 5.58 (m, 2H), 4.01 (s, 2H), 2.20 (s, 3H). ESHRMS m/z 507.0474 (M+H calculated for C21H18BrF... Starting materials: C1CCOC1, CI, CC(=O)O, CO, C#CC(C)N1CCNC1=O, [H-], [Na+]. Yields the product C#CC(C)N1CCN(C)C1=O. As a reaction SMILES: [CH2:19]1[O:20][CH2:21][CH2:22][CH2:23]1.[CH3:13][I:14].[CH3:15][C:16](=[O:17])[OH:18].[CH3:24][OH:25].[CH3:3][CH:4]([C:5]#[CH:6])[N:7]1[C:8](=[O:12])[NH:9][CH2:10][CH2:11]1.[H-:1].[Na+:2]>>[CH3:3][CH:4]([C:5]#[CH:6])[N:7]1[C:8](=[O:12])[N:9]([CH3:15])[CH2:10][CH2:11]1. Reactants: C(C=C)(=O)OCCCCCCCCCCC(=O)OC1=CC=C(C(=O)C2=CC=C(C(=O)OCC(C)OCCCCCC)C=C2)C=C1 (2-hexyloxypropyl 4-[4'-(11-acryloyloxyundecanoyloxy)benzoyl]benzoate), N(=NC(C#N)(C)C)C(C#N)(C)C (azobisisobutyronitrile). The solvent is C1(=CC=CC=C1)C (toluene). The product is C(C=C)(=O)OCCCCCCCCCCCOC1=CC=C(C(=O)C2=CC=C(C(=O)OCC(C)OCCCCCC)C=C2)C=C1 (2-hexyloxypropyl 4-[4'-(11-acryloxyundecanyloxy)benzoyl]benzoate). Yield: 65.5%. Reaction SMILES: [C:1]([O:5][CH2:6][CH2:7][CH2:8][CH2:9][CH2:10][CH2:11][CH2:12][CH2:13][CH2:14][CH2:15][C:16]([O:18][C:19]1[CH:45]=[CH:44][C:22]([C:23]([C:25]2[CH:43]=[CH:42][C:28]([C:29]([O:31][CH2:32][CH:33]([O:35][CH2:36][CH2:37][CH2:38][CH2:39][CH2:40][CH3:41])[CH3:34])=[O:30])=[CH:27][CH:26]=2)=[O:24])=[CH:21][CH:20]=1)=O)(=[O:4])[CH:2]=[CH2:3].N(C(C)(C)C#N)=NC(C)(C)C#N>C1(C)C=CC=CC=1>[C:1]([O:5][CH2:6][CH2:7][CH2:8][CH2:9][CH2:10][CH2:11][CH2:12][CH2:13][CH2:14][CH2:15][CH2:16][O:18][C:19]1[CH:20]=[CH:21][C:22]([C:23]([C:25]2[CH:43]=[CH:42][C:28]([C:29]([O:31][CH2:32][CH:33]([O:35][CH2:36][CH2:37][CH2:38][CH2:39][CH2:40][CH3:41])[CH3:34])=[O:30])=[CH:27][CH:26]=2)=[O:24])=[CH:44][CH:45]=1)(=[O:4])[CH:2]=[CH2:3]. Reported procedure: 0.500 g of 2-hexyloxypropyl 4-[4'-(11-acryloyloxyundecanoyloxy)benzoyl]benzoate and 3 mol % of azobisisobutyronitrile were added to 5 ml of dry toluene and degassed under freezing, followed by polymerization for 24 hours at 60° C. The product was repeatedly re-precipitated from methanol to obtain 0.32 g (yield: 64%) of the objective polymer, which showed the following physical properties. Starting materials: CCOC(=O)COc1ccc(C(=O)OCC)cc1, C1CCC2=NCCCN2CC1, CCO, NCc1cccnc1. Yields the product CCOC(=O)c1ccc(OCC(=O)NCc2cccnc2)cc1. As a reaction SMILES: [CH2:1]([O:2][C:4]([CH2:5][O:6][c:7]1[cH:8][cH:9][c:10]([C:11](=[O:12])[O:13][CH2:14][CH3:15])[cH:16][cH:17]1)=[O:18])[CH3:3].[CH2:27]1[CH2:28][CH2:29][C:30]2=[N:35][CH2:34][CH2:33][CH2:32][N:31]2[CH2:36][CH2:37]1.[CH3:38][CH2:39][OH:40].[cH:19]1[c:20]([CH2:25][NH2:26])[cH:21][cH:22][cH:23][n:24]1>>[C:4]([CH2:5][O:6][c:7]1[cH:8][cH:9][c:10]([C:11](=[O:12])[O:13][CH2:14][CH3:15])[cH:16][cH:17]1)(=[O:18])[NH:26][CH2:25][c:20]1[cH:19][n:24][cH:23][cH:22][cH:21]1. The reactants are O=C(n1ccnc1)n1ccnc1, C1CCOC1, NCCCCC(O)(c1ccccc1)c1ccccc1, O=C(O)C=Cc1cccnc1. Product: O=C(C=Cc1cccnc1)NCCCCC(O)(c1ccccc1)c1ccccc1. As a reaction SMILES: [C:12]([n:13]1[cH:14][cH:15][n:16][cH:17]1)([n:18]1[cH:19][cH:20][n:21][cH:22]1)=[O:23].[CH2:43]1[O:44][CH2:45][CH2:46][CH2:47]1.[OH:24][C:25]([CH2:26][CH2:27][CH2:28][CH2:29][NH2:30])([c:31]1[cH:32][cH:33][cH:34][cH:35][cH:36]1)[c:37]1[cH:38][cH:39][cH:40][cH:41][cH:42]1.[n:1]1[cH:2][c:3]([CH:7]=[CH:8][C:9](=[O:10])[OH:11])[cH:4][cH:5][cH:6]1>>[n:1]1[cH:2][c:3]([CH:7]=[CH:8][C:9](=[O:11])[NH:30][CH2:29][CH2:28][CH2:27][CH2:26][C:25]([OH:24])([c:31]2[cH:32][cH:33][cH:34][cH:35][cH:36]2)[c:37]2[cH:38][cH:39][cH:40][cH:41][cH:42]2)[cH:4][cH:5][cH:6]1.